Dataset: the Open Reaction Database (ORD), a public repository of structured organic reaction records. Task: describe an organic reaction: reactants, conditions, products, and yield The reactants are IC1=CC=C(C=C1)S(=O)(=O)Cl (4-iodobenzenesulfonyl chloride), NC=1SC=C(N1)C (2-amino-4-methylthiazole), C[Si](C)(C)C=[N+]=[N-] ((trimethylsilyl)diazomethane). Run in N1=CC=CC=C1 (pyridine), CO (methanol), O1CCCC1 (tetrahydrofuran). Reaction conditions: time 1 hour. The product is CN(S(=O)(=O)C1=CC=C(C=C1)I)C=1SC=C(N1)C (N1-Methyl-N1-(4-methyl-1,3-thiazol-2-yl)-4-iodo-1-benzene sulfonamide). RXN SMILES: [I:1][C:2]1[CH:7]=[CH:6][C:5]([S:8](Cl)(=[O:10])=[O:9])=[CH:4][CH:3]=1.[NH2:12][C:13]1[S:14][CH:15]=[C:16]([CH3:18])[N:17]=1.[CH3:19][Si](C=[N+]=[N-])(C)C>N1C=CC=CC=1.CO.O1CCCC1>[CH3:19][N:12]([C:13]1[S:14][CH:15]=[C:16]([CH3:18])[N:17]=1)[S:8]([C:5]1[CH:6]=[CH:7][C:2]([I:1])=[CH:3][CH:4]=1)(=[O:10])=[O:9]. Reported procedure: 760 mg of N1-(4-methyl-1,3-thiazol-2-yl)-4-iodo-1-benzene sulfonamide obtained by reacting 4-iodobenzenesulfonyl chloride with 2-amino-4-methylthiazole in pyridine was dissolved in a solvent mixture of 5 mL methanol and 3 mL tetrahydrofuran, then 1.1 mL (trimethylsilyl)diazomethane (2 M hexane solution) was added thereto, and the mixture was stirred for 1 hour. The solvent was evaporated and purified with an NH silica gel column, to give 335 mg of the title compound as a pale yellow solid. Run at time 2 hour. Yield: 29.0%. As a reaction SMILES: C([Li])CCC.[CH3:6][O:7][CH2:8][O:9][C:10]1[CH:15]=[CH:14][C:13]([C:16]2[CH:21]=[CH:20][CH:19]=[CH:18][CH:17]=2)=[CH:12][CH:11]=1.C[O:23][B:24](OC)[O:25]C.Cl>CCOCC.C1COCC1.O.CCOC(C)=O>[CH3:6][O:7][CH2:8][O:9][C:10]1[CH:15]=[CH:14][C:13]([C:16]2[CH:21]=[CH:20][CH:19]=[CH:18][CH:17]=2)=[CH:12][C:11]=1[B:24]([OH:25])[OH:23]. The reactants are COB(OC)OC (trimethylborate), Cl (HCl), C(CCC)[Li] (Butyllithium), COCOC1=CC=C(C=C1)C1=CC=CC=C1 (4-methoxymethoxy-biphenyl). Product: COCOC1=C(C=C(C=C1)C1=CC=CC=C1)B(O)O (4-Methoxymethoxy-biphenyl-3-yl-boronic acid). Procedure details: Butyllithium (2.5M, 1.44 mL, 3.6 mmol) was added over 5 min to a stirred solution of 4-methoxymethoxy-biphenyl (from the previous step 385 mg, 1.8 mmol) in Et2O (18 mL) at 0° C. The reaction was allowed to warm to rt and stirred for 2 h. The solution was cooled to −78° C. and trimethylborate (1.23 mL, 10.8 mmol) in THF (10 mL) was quickly added. The reaction warmed to rt over 1 h and was stirred 1 h at rt, during which it became cloudy and a gelatin-like residue appeared. EtOAc (70 mL) and water... Solvent: C1CCOC1 (THF), O (water), CCOC(=O)C (EtOAc), CCOCC (Et2O). Reactants: CON=C(C(=O)O)C=1N=C(SC1)NC(C1=CC=CC=C1)(C1=CC=CC=C1)C1=CC=CC=C1 (2-methoxyimino-2-(2-tritylaminothiazol-4-yl)acetic acid), COC(CN1C(NNC(C1=O)=O)=S)OC (4-(2,2-dimethoxyethyl)-5,6-dioxo-3-thioxo-perhydro-1,2,4-triazine), C1(CCCCC1)N=C=NC1CCCCC1 (N,N'-Dicyclohexylcarbodiimide). The solvent is CN(C=O)C (dimethylformamide). Conditions: temperature 4 celsius, time 1 hour. Yields the product COC(CN1C(=NNC(C1=O)=O)SC(C(C=1N=C(SC1)NC(C1=CC=CC=C1)(C1=CC=CC=C1)C1=CC=CC=C1)=NOC)=O)OC (4-(2,2-dimethoxyethyl)-5,6-dioxo-3-[2-methoxyimino-2-(2-tritylaminothiazol-4-yl)-acetylthio]-1,4,5,6-tetrahydro-1,2,4-triazine). Isolated yield 68.8%. Reaction SMILES: C1(N=C=NC2CCCCC2)CCCCC1.[CH3:16][O:17][N:18]=[C:19]([C:23]1[N:24]=[C:25]([NH:28][C:29]([C:42]2[CH:47]=[CH:46][CH:45]=[CH:44][CH:43]=2)([C:36]2[CH:41]=[CH:40][CH:39]=[CH:38][CH:37]=2)[C:30]2[CH:35]=[CH:34][CH:33]=[CH:32][CH:31]=2)[S:26][CH:27]=1)[C:20]([OH:22])=O.[CH3:48][O:49][CH:50]([O:61][CH3:62])[CH2:51][N:52]1[C:57](=[O:58])[C:56](=[O:59])[NH:55][NH:54][C:53]1=[S:60]>CN(C)C=O>[CH3:62][O:61][CH:50]([O:49][CH3:48])[CH2:51][N:52]1[C:57](=[O:58])[C:56](=[O:59])[NH:55][N:54]=[C:53]1[S:60][C:20](=[O:22])[C:19](=[N:18][O:17][CH3:16])[C:23]1[N:24]=[C:25]([NH:28][C:29]([C:30]2[CH:31]=[CH:32][CH:33]=[CH:34][CH:35]=2)([C:42]2[CH:43]=[CH:44][CH:45]=[CH:46][CH:47]=2)[C:36]2[CH:37]=[CH:38][CH:39]=[CH:40][CH:41]=2)[S:26][CH:27]=1. Procedure details: N,N'-Dicyclohexylcarbodiimide (0.50 g) is added all at once to a solution, cooled to 4° C., of the syn isomer of 2-methoxyimino-2-(2-tritylaminothiazol-4-yl)acetic acid (0.89 g) and 4-(2,2-dimethoxyethyl)-5,6-dioxo-3-thioxo-perhydro-1,2,4-triazine (0.47 g) in dimethylformamide (20 cc); the mixture is stirred for 1 hour at 4° C. and then for 3 hours at 20° C. The reaction suspension is filtered, the filtrate is diluted with ethyl acetate (100 cc), the mixture is washed with water (2×50 cc), a 1% ... Starting materials: CCOc1cncc(Br)c1, CC(C)(C)[O-], Cc1ccccc1, [K+], C1CC2(CN1)CC1CCN2C1. Yields the product CCOc1cncc(N2CCC3(CC4CCN3C4)C2)c1. RXN SMILES: [Br:18][c:19]1[cH:20][c:21]([O:25][CH2:26][CH3:27])[cH:22][n:23][cH:24]1.[CH3:12][C:13]([CH3:14])([O-:15])[CH3:16].[CH3:28][c:29]1[cH:30][cH:31][cH:32][cH:33][cH:34]1.[K+:17].[NH:1]1[CH2:2][C:3]2([N:4]3[CH2:5][CH2:6][CH:7]([CH2:8]2)[CH2:9]3)[CH2:10][CH2:11]1>>[N:1]1([c:19]2[cH:20][c:21]([O:25][CH2:26][CH3:27])[cH:22][n:23][cH:24]2)[CH2:2][C:3]2([N:4]3[CH2:5][CH2:6][CH:7]([CH2:8]2)[CH2:9]3)[CH2:10][CH2:11]1. Run at temperature 80 celsius, time 16 hour. Yield: 29.9%. Procedure details: To a solution of 1-(3-bromophenoxy)-3-(3,4-dihydroisoquinolin-2(1H)-yl)propan-2-ol (300 mg, 0.828 mmol) in dioxane (4 ml) and H2O (1 mL) was added phenylboronic acid (151.5 mg, 1.24 mmol), Pd(dppf)Cl2 (30.3 mg, 0.041 mmol) and K2CO3 (343.4 mg, 2.484 mmol) at 6° C. The reaction mixture was stirred for 16 h at 80° C. It was concentrated to remove the solvents and the residue was dissolved in ethyl acetate, washed with water. The separated organic layer was concentrated and the crude product purifi... Reagents/catalysts: C1=CC=C(C=C1)P([C-]2C=CC=C2)C3=CC=CC=C3.C1=CC=C(C=C1)P([C-]2C=CC=C2)C3=CC=CC=C3.Cl[Pd]Cl.[Fe+2] (Pd(dppf)Cl2). Solvent: O1CCOCC1 (dioxane), O (H2O). Reactants: BrC=1C=C(OCC(CN2CC3=CC=CC=C3CC2)O)C=CC1 (1-(3-bromophenoxy)-3-(3,4-dihydroisoquinolin-2(1H)-yl)propan-2-ol), C1(=CC=CC=C1)B(O)O (phenylboronic acid), C(=O)([O-])[O-].[K+].[K+] (K2CO3). As a reaction SMILES: Br[C:2]1[CH:3]=[C:4]([CH:20]=[CH:21][CH:22]=1)[O:5][CH2:6][CH:7]([OH:19])[CH2:8][N:9]1[CH2:18][CH2:17][C:16]2[C:11](=[CH:12][CH:13]=[CH:14][CH:15]=2)[CH2:10]1.[C:23]1(B(O)O)[CH:28]=[CH:27][CH:26]=[CH:25][CH:24]=1.C([O-])([O-])=O.[K+].[K+]>O1CCOCC1.O.C1C=CC(P(C2C=CC=CC=2)[C-]2C=CC=C2)=CC=1.C1C=CC(P(C2C=CC=CC=2)[C-]2C=CC=C2)=CC=1.Cl[Pd]Cl.[Fe+2]>[C:2]1([C:23]2[CH:28]=[CH:27][CH:26]=[CH:25][CH:24]=2)[CH:22]=[CH:21][CH:20]=[C:4]([O:5][CH2:6][CH:7]([OH:19])[CH2:8][N:9]2[CH2:18][CH2:17][C:16]3[C:11](=[CH:12][CH:13]=[CH:14][CH:15]=3)[CH2:10]2)[CH:3]=1 |f:2.3.4,7.8.9.10|. The product is C1(=CC(=CC=C1)OCC(CN1CC2=CC=CC=C2CC1)O)C1=CC=CC=C1 (1-([1,1′-biphenyl]-3-yloxy)-3-(3,4-dihydroisoquinolin-2(1H)-yl)propan-2-ol). Reactants: ClCCN(C)C (2-chloro-N,N-dimethylethanamine), C(C1=CC=CC=C1)OC1=CC=C(C=C1)O (4-(benzyloxy)phenol), C(C1=CC=CC=C1)OC=1C=C(C=CC1)O (3-(benzyloxy)phenol). Product: C(C1=CC=CC=C1)OC1=CC=C(OCCN2CCOCC2)C=C1 (4-(2-(4-(benzyloxy)phenoxy)ethyl)morpholine). RXN SMILES: Cl[CH2:2][CH2:3][N:4]([CH3:6])[CH3:5].[CH2:7]([O:14][C:15]1[CH:20]=[CH:19][C:18]([OH:21])=[CH:17][CH:16]=1)[C:8]1[CH:13]=[CH:12][CH:11]=[CH:10][CH:9]=1.[CH2:22]([O:29][C:30]1C=C(O)C=CC=1)C1C=CC=CC=1>>[CH2:7]([O:14][C:15]1[CH:16]=[CH:17][C:18]([O:21][CH2:2][CH2:3][N:4]2[CH2:6][CH2:30][O:29][CH2:22][CH2:5]2)=[CH:19][CH:20]=1)[C:8]1[CH:9]=[CH:10][CH:11]=[CH:12][CH:13]=1. Procedure: The title compound was prepared by substituting 4-(2-chloroethyl)morpholine for 2-chloro-N,N-dimethylethanamine and 4-(benzyloxy)phenol for 3-(benzyloxy)phenol in EXAMPLE 39A. Starting materials: IC1=CN=C2SC(=NN21)C=2C=C1C(=CC2)NC(C12CCN(CC2)C(=O)OC(C)(C)C)=O (5-Iodo-2-(1′-(tert-butoxycarbonyl)-2-oxo-1,2-dihydrospiro[indole-3,4′-piperidine]-5-yl)-imidazo[2,1-b][1,3,4]thiadiazole), CC1(OB(OC1(C)C)C=1C=C(C(=NC1)N)C(F)(F)F)C (5-(4,4,5,5-tetramethyl-[1,3,2]dioxaborolan-2-yl)-3-trifluoromethyl-pyridin-2-ylamine), C(=O)([O-])[O-].[Na+].[Na+] (Na2CO3). Reagents/catalysts: C1=CC=C(C=C1)P([C-]2C=CC=C2)C3=CC=CC=C3.C1=CC=C(C=C1)P([C-]2C=CC=C2)C3=CC=CC=C3.Cl[Pd]Cl.[Fe+2] (PdCl2(dppf)). Run in COCCOC (DME), C(Cl)Cl (DCM). Conditions: temperature 120 celsius. The product is C(C)(C)(C)OC(=O)N1CCC2(CC1)C(NC1=CC=C(C=C12)C1=NN2C(S1)=NC=C2C=2C=C(C(=NC2)N)C(F)(F)F)=O (5-[2-(1′-(tert-butoxycarbonyl)-2-oxo-1,2-dihydrospiro[indole-3,4′-piperidine]-5-yl)-imidazo[2,1-b][1,3,4]thiadiazol-5-yl]-3-trifluoromethyl-pyridin-2-ylamine). Isolated yield 40.6%. As a reaction SMILES: I[C:2]1[N:9]2[C:5]([S:6][C:7]([C:10]3[CH:11]=[C:12]4[C:18]5([CH2:23][CH2:22][N:21]([C:24]([O:26][C:27]([CH3:30])([CH3:29])[CH3:28])=[O:25])[CH2:20][CH2:19]5)[C:17](=[O:31])[NH:16][C:13]4=[CH:14][CH:15]=3)=[N:8]2)=[N:4][CH:3]=1.CC1(C)C(C)(C)OB([C:40]2[CH:41]=[C:42]([C:47]([F:50])([F:49])[F:48])[C:43]([NH2:46])=[N:44][CH:45]=2)O1.C([O-])([O-])=O.[Na+].[Na+]>COCCOC.C(Cl)Cl.C1C=CC(P(C2C=CC=CC=2)[C-]2C=CC=C2)=CC=1.C1C=CC(P(C2C=CC=CC=2)[C-]2C=CC=C2)=CC=1.Cl[Pd]Cl.[Fe+2]>[C:27]([O:26][C:24]([N:21]1[CH2:22][CH2:23][C:18]2([C:12]3[C:13](=[CH:14][CH:15]=[C:10]([C:7]4[S:6][C:5]5=[N:4][CH:3]=[C:2]([C:40]6[CH:41]=[C:42]([C:47]([F:50])([F:49])[F:48])[C:43]([NH2:46])=[N:44][CH:45]=6)[N:9]5[N:8]=4)[CH:11]=3)[NH:16][C:17]2=[O:31])[CH2:19][CH2:20]1)=[O:25])([CH3:30])([CH3:29])[CH3:28] |f:2.3.4,7.8.9.10|. Procedure details: A mixture of 5-Iodo-2-(1′-(tert-butoxycarbonyl)-2-oxo-1,2-dihydrospiro[indole-3,4′-piperidine]-5-yl)-imidazo[2,1-b][1,3,4]thiadiazole (46 mg, 0.082 mmol), 5-(4,4,5,5-tetramethyl-[1,3,2]dioxaborolan-2-yl)-3-trifluoromethyl-pyridin-2-ylamine (31 mg, 0.106 mmol), PdCl2(dppf) (13 mg, 0.016 mmol) and sat Na2CO3 (0.41 mL) in DME (0.82 mL) was heated under microwave irradiation at 120° C. for 30 min. The reaction mixture was diluted with DCM and washed with H2O. The organic layer was dried (Na2SO4), fi... Reactants: Br, COc1ccc2c(c1)CCNC2, Cl. The product is Br, Oc1ccc2c(c1)CCNC2. As a reaction SMILES: [BrH:14].[CH3:2][O:3][c:4]1[cH:5][c:6]2[c:11]([cH:12][cH:13]1)[CH2:10][NH:9][CH2:8][CH2:7]2.[ClH:1]>>[BrH:14].[OH:3][c:4]1[cH:5][c:6]2[c:11]([cH:12][cH:13]1)[CH2:10][NH:9][CH2:8][CH2:7]2. The reactants are [Cl-].[NH4+] (ammonium chloride), C(C)(C)N(C(C)C)CC (N,N-Diisopropylethylamine), Cl.N1C(CNCC1=O)=O (piperazine-2,6-dione hydrochloride), CCN=C=NCCCN(C)C (EDCI), C=1C=CC2=C(C1)N=NN2O (HOBt), C(C)C1=CC(=C(OC2=C(C=C(C(=O)O)C=C2)F)C=C1F)OC (4-(4-ethyl-5-fluoro-2-methoxyphenoxy)-3-fluorobenzoic acid). Run in ClCCl (dichloromethane), ClCCl (dichloromethane). Run at time 8 hour. Yields the product C(C)C1=CC(=C(OC2=C(C=C(C(=O)N3CC(NC(C3)=O)=O)C=C2)F)C=C1F)OC (4-[4-(4-Ethyl-5-fluoro-2-methoxyphenoxy)-3-fluorobenzoyl]piperazine-2,6-dione), solid. Isolated yield 66.0%. Reaction SMILES: C(N(CC)C(C)C)(C)C.Cl.[NH:11]1[C:16](=[O:17])[CH2:15][NH:14][CH2:13][C:12]1=[O:18].CCN=C=NCCCN(C)C.C1C=CC2N(O)N=NC=2C=1.[CH2:40]([C:42]1[C:58]([F:59])=[CH:57][C:45]([O:46][C:47]2[CH:55]=[CH:54][C:50]([C:51](O)=[O:52])=[CH:49][C:48]=2[F:56])=[C:44]([O:60][CH3:61])[CH:43]=1)[CH3:41].[Cl-].[NH4+]>ClCCl>[CH2:40]([C:42]1[C:58]([F:59])=[CH:57][C:45]([O:46][C:47]2[CH:55]=[CH:54][C:50]([C:51]([N:14]3[CH2:15][C:16](=[O:17])[NH:11][C:12](=[O:18])[CH2:13]3)=[O:52])=[CH:49][C:48]=2[F:56])=[C:44]([O:60][CH3:61])[CH:43]=1)[CH3:41] |f:1.2,6.7|. Reported procedure: N,N-Diisopropylethylamine (0.29 mL, 1.7 mmol), piperazine-2,6-dione hydrochloride (88 mg, 0.58 mmol), EDCI (112 mg, 0.58 mmol) and HOBt (79 mg, 0.58 mmol) were successively added to a solution of 4-(4-ethyl-5-fluoro-2-methoxyphenoxy)-3-fluorobenzoic acid (which may be prepared in accordance with the experimental described in Example 4, step 4; 150 mg, 0.48 mmol) in dichloromethane (1.6 mL). The reaction mixture was stirred at room temperature overnight then diluted by addition of dichloromethane...